Dataset: the Open Reaction Database (ORD), a public repository of structured organic reaction records. Task: describe an organic reaction: reactants, conditions, products, and yield Reactants: C(C)N(CCOC=1C=CC2=CC3=CC=C(C(=C3N=C2C1Cl)Cl)OCCN(CC)CC)CC (3,6-bis(2-diethylaminoethoxy)-4,5-dichloroacridine), ice water, [OH-].[Na+] (sodium hydroxide), S(O)(O)(=O)=O (sulfuric acid), [N+](=O)([O-])[O-].[K+] (potassium nitrate). Conditions: temperature 0 celsius, time 1 hour. Product: C(C)N(CCOC=1C(=CC2=CC3=CC=C(C(=C3N=C2C1Cl)Cl)OCCN(CC)CC)[N+](=O)[O-])CC (3,6-bis(2-diethylaminoethoxy)-4,5,-dichloro-2-nitroacridine). As a reaction SMILES: [CH2:1]([N:3]([CH2:31][CH3:32])[CH2:4][CH2:5][O:6][C:7]1[CH:8]=[CH:9][C:10]2[C:19]([C:20]=1[Cl:21])=[N:18][C:17]1[C:12](=[CH:13][CH:14]=[C:15]([O:23][CH2:24][CH2:25][N:26]([CH2:29][CH3:30])[CH2:27][CH3:28])[C:16]=1[Cl:22])[CH:11]=2)[CH3:2].S(=O)(=O)(O)O.[N+:38]([O-])([O-:40])=[O:39].[K+].[OH-].[Na+]>>[CH2:27]([N:26]([CH2:29][CH3:30])[CH2:25][CH2:24][O:23][C:15]1[C:14]([N+:38]([O-:40])=[O:39])=[CH:13][C:12]2[C:17]([C:16]=1[Cl:22])=[N:18][C:19]1[C:10](=[CH:9][CH:8]=[C:7]([O:6][CH2:5][CH2:4][N:3]([CH2:1][CH3:2])[CH2:31][CH3:32])[C:20]=1[Cl:21])[CH:11]=2)[CH3:28] |f:2.3,4.5|. Reported procedure: A 119.5 mg. portion of 3,6-bis(2-diethylaminoethoxy)-4,5-dichloroacridine is dissolved in one ml. of concentrated sulfuric acid. The solution is cooled in an ice bath and 60 mg. of potassium nitrate are added. The mixture is stirred at 0° C. for one hour, then at room temperature for 20 hours, poured into 20 ml. of ice water and the pH adjusted to 11.5 with 5 N sodium hydroxide. The mixture is then extracted three times with dichloromethane. The extracts are combined, dried over anhydrous sodium... Reactants: ClN1C(CCC1=O)=O (N-Chlorosuccinimide), oxime, oxime, C1(=CC=CC=C1)C (toluene), oxime, CN(C=O)C (dimethylformamide), O (water). Run at temperature 10 celsius. Product: C(C)C(C(=NO)Cl)CC (2-Ethyl-N-hydroxybutanimidoyl Chloride). As a reaction SMILES: [Cl:1]N1C(=O)CCC1=O.[C:9]1(C)C=[CH:13][CH:12]=[CH:11][CH:10]=1.[OH2:16].C[N:18]([CH3:21])C=O>>[CH2:10]([CH:11]([CH2:12][CH3:13])[C:21]([Cl:1])=[N:18][OH:16])[CH3:9]. Reported procedure: N-Chlorosuccinimide (NCS) (421.2 g, 3.15 mol) was suspended in dimethylformamide (DMF) (499.4 g) and cooled to about 10° C. The oxime solution in toluene (3.15 mol) was added slowly over at least 2 h with sufficient cooling to maintain the reaction temperature between 10-25° C. (The reaction is exothermic, but heat evolution is not immediate. Initially small amounts of the oxime solution (about 5%) were added. Once heat evolution began, the remainder of the solution was added). After complete ad... Starting materials: C(C1=CC=CC=C1)OC[C@H]1NS(CC1)(=O)=O ((S)-3-benzyloxymethylisothiazolidine 1,1-dioxide), BrC1=CC(=C(C=C1)C(=O)N1CCN(CC1)C1=C(C=C(C=C1)C)C)S(=O)(=O)C ((4-bromo-2-methanesulfonylphenyl)[4-(2,4-dimethylphenyl)piperazin-1-yl]methanone). The product is C(C1=CC=CC=C1)OC[C@H]1N(S(CC1)(=O)=O)C1=CC(=C(C=C1)C(=O)N1CCN(CC1)C1=C(C=C(C=C1)C)C)S(=O)(=O)C ((S)-[4-(3-benzyloxymethyl-1,1-dioxo-1λ6-isothiazolidin-2-yl)-2-methanesulfonylphenyl][4-(2,4-dimethylphenyl)piperazin-1-yl]methanone). Yield: 70.1%. As a reaction SMILES: [CH2:1]([O:8][CH2:9][C@@H:10]1[CH2:14][CH2:13][S:12](=[O:16])(=[O:15])[NH:11]1)[C:2]1[CH:7]=[CH:6][CH:5]=[CH:4][CH:3]=1.Br[C:18]1[CH:23]=[CH:22][C:21]([C:24]([N:26]2[CH2:31][CH2:30][N:29]([C:32]3[CH:37]=[CH:36][C:35]([CH3:38])=[CH:34][C:33]=3[CH3:39])[CH2:28][CH2:27]2)=[O:25])=[C:20]([S:40]([CH3:43])(=[O:42])=[O:41])[CH:19]=1>>[CH2:1]([O:8][CH2:9][C@@H:10]1[CH2:14][CH2:13][S:12](=[O:16])(=[O:15])[N:11]1[C:18]1[CH:23]=[CH:22][C:21]([C:24]([N:26]2[CH2:27][CH2:28][N:29]([C:32]3[CH:37]=[CH:36][C:35]([CH3:38])=[CH:34][C:33]=3[CH3:39])[CH2:30][CH2:31]2)=[O:25])=[C:20]([S:40]([CH3:43])(=[O:41])=[O:42])[CH:19]=1)[C:2]1[CH:3]=[CH:4][CH:5]=[CH:6][CH:7]=1. Procedure: Using (S)-3-benzyloxymethylisothiazolidine 1,1-dioxide (536 mg) described in Preparation Example 1 and (4-bromo-2-methanesulfonylphenyl)[4-(2,4-dimethylphenyl)piperazin-1-yl]methanone (1.0 g) described in Preparation Example 110 and by the reaction and treatment in the same manner as in Example 4, the title compound (950 mg) was obtained. Starting materials: Cl.N[C@H](C(=O)N[C@H](C)C1=CC=CC=C1)C(C)(C)C ((2S)-amino-3,3-dimethyl-N-[(1R)-1-phenylethyl]butanamide hydrochloride), CN(C)CCCN=C=NCC (N-(Dimethylaminopropyl)-N′-ethylcarbodiimide), C(C)(C)(C)OC(C[C@H](C(=O)O)CC=C)=O ((2R)-2-[2-(tert-butoxy)-2-oxoethyl]pent-4-enoic acid), C(C)(C)N(CC)C(C)C (diisopropylethylamine), ON1N=NC2=C1N=CC=C2 (1-hydroxy-7-azabenzotriazole). The solvent is CN(C=O)C (dimethylformamide). Run at time 1 hour. Product: CC([C@@H](C(=O)N[C@H](C)C1=CC=CC=C1)NC(=O)[C@@H](CC(=O)OC(C)(C)C)CC=C)(C)C (tert-butyl (3R)-3-({[(1S)-2,2-dimethyl-1-({[(1R)-1-phenylethyl]amino}carbonyl)propyl]amino}carbonyl)hex-5-enoate). Yield: 88.0%. RXN SMILES: CN(CCCN=C=NCC)C.[C:12]([O:16][C:17](=[O:26])[CH2:18][C@@H:19]([CH2:23][CH:24]=[CH2:25])[C:20]([OH:22])=O)([CH3:15])([CH3:14])[CH3:13].ON1C2N=CC=CC=2N=N1.Cl.[NH2:38][C@@H:39]([C:51]([CH3:54])([CH3:53])[CH3:52])[C:40]([NH:42][C@@H:43]([C:45]1[CH:50]=[CH:49][CH:48]=[CH:47][CH:46]=1)[CH3:44])=[O:41].C(N(C(C)C)CC)(C)C>CN(C)C=O>[CH3:53][C:51]([CH3:52])([CH3:54])[C@H:39]([NH:38][C:20]([C@H:19]([CH2:23][CH:24]=[CH2:25])[CH2:18][C:17]([O:16][C:12]([CH3:13])([CH3:14])[CH3:15])=[O:26])=[O:22])[C:40]([NH:42][C@@H:43]([C:45]1[CH:46]=[CH:47][CH:48]=[CH:49][CH:50]=1)[CH3:44])=[O:41] |f:3.4|. Procedure details: N-(Dimethylaminopropyl)-N′-ethylcarbodiimide (4.21 g, 22.0 mmol) was added to a stirred mixture of (2R)-2-[2-(tert-butoxy)-2-oxoethyl]pent-4-enoic acid (A. L. Castelhano, S. L. Bender, J. G. Deal, S. Homer, T. J. Liak, Z. Yuan, World Patent WO96/16027 (1996)) (3.80 g, 17.8 mmol) and 1-hydroxy-7-azabenzotriazole (2.49 g, 18.3 mmol) in anhydrous dimethylformamide (60 mL) under nitrogen at 4° C. After 1 h, (2S)-amino-3,3-dimethyl-N-[(1R)-1-phenylethyl]butanamide hydrochloride (Preparation 1)(5.10 g...